From a dataset of the Open Reaction Database (ORD), a public repository of structured organic reaction records. describe an organic reaction: reactants, conditions, products, and yield The reactants are BrC1=C(C=O)C=CC(=C1OC1=CC=C(C=C1)[N+](=O)[O-])OC (2-Bromo-3-(p-nitrophenoxy)-4-methoxy benzaldehyde), C([O-])([O-])=O.[Na+].[Na+] (sodium carbonate), O (Water). Reagents/catalysts: C(C)(=O)[O-].[Pd+2].C(C)(=O)[O-] (palladium (II) acetate). Run in CC(=O)N(C)C (dimethylacetamide). Conditions: temperature 170 celsius, time 2 hour. The product is COC1=CC=C(C2=C1OC1=C2C=C(C=C1)[N+](=O)[O-])C=O (4-methoxy-8-nitro-1-formyl dibenzo[b,d]furan). The yield is 144.1%. As a reaction SMILES: Br[C:2]1[C:9]([O:10][C:11]2[CH:16]=[CH:15][C:14]([N+:17]([O-:19])=[O:18])=[CH:13][CH:12]=2)=[C:8]([O:20][CH3:21])[CH:7]=[CH:6][C:3]=1[CH:4]=[O:5].C(=O)([O-])[O-].[Na+].[Na+].O>CC(N(C)C)=O.C([O-])(=O)C.[Pd+2].C([O-])(=O)C>[CH3:21][O:20][C:8]1[C:9]2[O:10][C:11]3[CH:16]=[CH:15][C:14]([N+:17]([O-:19])=[O:18])=[CH:13][C:12]=3[C:2]=2[C:3]([CH:4]=[O:5])=[CH:6][CH:7]=1 |f:1.2.3,6.7.8|. Procedure: 2-Bromo-3-(p-nitrophenoxy)-4-methoxy benzaldehyde (3.5 gm, 0.0087 mol), anhydrous sodium carbonate (1.125 gm, 0.0106 mol) and palladium (II) acetate (0.19 gm, 0.0008 mol), in dimethylacetamide (15 ml) are heated and stirred under nitrogen at 170° C. for 2 h. Water (90 ml) is added to the cooled reaction mixture. The precipitated solid is collected by filteration and washed with 5% hydrochloric acid followed by water. The product was obtained as a yellow solid (3.4 gm). The reactants are CC(C(=O)O)(COC1=CC=C(C=C1)C1=NC=C(C=C1)C=1NC=C(N1)C(F)(F)F)C (2,2-dimethyl-3-[4-[5-[4-(trifluoromethyl)-1H-imidazol-2-yl]-2-pyridyl]phenoxy]propanoic acid), [OH-].[K+] (potassium hydroxide). The solvent is O1CCCC1 (tetrahydrofuran). Reaction conditions: time 30 minute. The product is CC(C(=O)[O-])(COC1=CC=C(C=C1)C1=NC=C(C=C1)C=1NC=C(N1)C(F)(F)F)C.[K+] (potassium 2,2-dimethyl-3-[4-[5-[4-(trifluoromethyl)-1H-imidazol-2-yl]-2-pyridyl]phenoxy]propanoate). As a reaction SMILES: [CH3:1][C:2]([CH3:29])([CH2:6][O:7][C:8]1[CH:13]=[CH:12][C:11]([C:14]2[CH:19]=[CH:18][C:17]([C:20]3[NH:21][CH:22]=[C:23]([C:25]([F:28])([F:27])[F:26])[N:24]=3)=[CH:16][N:15]=2)=[CH:10][CH:9]=1)[C:3]([OH:5])=[O:4].[OH-].[K+:31]>O1CCCC1>[CH3:1][C:2]([CH3:29])([CH2:6][O:7][C:8]1[CH:9]=[CH:10][C:11]([C:14]2[CH:19]=[CH:18][C:17]([C:20]3[NH:21][CH:22]=[C:23]([C:25]([F:28])([F:26])[F:27])[N:24]=3)=[CH:16][N:15]=2)=[CH:12][CH:13]=1)[C:3]([O-:5])=[O:4].[K+:31] |f:1.2,4.5|. Procedure details: In tetrahydrofuran (10 mL) was suspended 2,2-dimethyl-3-[4-[5-[4-(trifluoromethyl)-1H-imidazol-2-yl]-2-pyridyl]phenoxy]propanoic acid (1001 mg), and the mixture was stirred at room temperature for 30 minutes. 10M aqueous potassium hydroxide solution (0.25 mL) was added dropwise to the mixture, and the mixture was stirred at room temperature for 2 hours. The precipitated solid was collected by filtration, washed with tetrahydrofuran, and dried under reduced pressure to obtain potassium 2,2-dimeth...